This data is from the Open Reaction Database (ORD), a public repository of structured organic reaction records. The task is: describe an organic reaction: reactants, conditions, products, and yield Product: COc1ccc(CCNC(=O)Cc2ccc(OC)c(OCc3ccccc3)c2)cc1OC. Reactants: COc1ccc(CC(=O)O)cc1OCc1ccccc1, COc1ccc(CCN)cc1OC. As a reaction SMILES: [CH2:14]([c:15]1[cH:16][cH:17][cH:18][cH:19][cH:20]1)[O:21][c:22]1[cH:23][c:24]([CH2:30][C:31](=[O:32])[OH:33])[cH:25][cH:26][c:27]1[O:28][CH3:29].[CH3:1][O:2][c:3]1[cH:4][cH:5][c:6]([CH2:7][CH2:8][NH2:9])[cH:10][c:11]1[O:12][CH3:13]>>[CH3:1][O:2][c:3]1[cH:4][cH:5][c:6]([CH2:7][CH2:8][NH:9][C:31]([CH2:30][c:24]2[cH:23][c:22]([O:21][CH2:14][c:15]3[cH:16][cH:17][cH:18][cH:19][cH:20]3)[c:27]([O:28][CH3:29])[cH:26][cH:25]2)=[O:32])[cH:10][c:11]1[O:12][CH3:13]. Starting materials: Br, Br, CCOC(=O)C(CCCC1CCNCC1)NC1CSc2ccccc2N(CC(=O)O)C1=O, CC(=O)O, [Na+], [OH-]. Product: O=C(O)CN1C(=O)C(NC(CCCC2CCNCC2)C(=O)O)CSc2ccccc21. RXN SMILES: [BrH:1].[BrH:2].[CH2:3]([CH3:4])[O:5][C:6](=[O:7])[CH:8]([CH2:9][CH2:10][CH2:11][CH:12]1[CH2:13][CH2:14][NH:15][CH2:16][CH2:17]1)[NH:18][CH:19]1[CH2:20][S:21][c:22]2[c:23]([cH:31][cH:32][cH:33][cH:34]2)[N:24]([CH2:27][C:28](=[O:29])[OH:30])[C:25]1=[O:26].[CH3:35][C:36](=[O:37])[OH:38].[Na+:40].[OH-:39]>>[O:5]=[C:6]([OH:7])[CH:8]([CH2:9][CH2:10][CH2:11][CH:12]1[CH2:13][CH2:14][NH:15][CH2:16][CH2:17]1)[NH:18][CH:19]1[CH2:20][S:21][c:22]2[c:23]([cH:31][cH:32][cH:33][cH:34]2)[N:24]([CH2:27][C:28](=[O:29])[OH:30])[C:25]1=[O:26].